From a dataset of the Open Reaction Database (ORD), a public repository of structured organic reaction records. describe an organic reaction: reactants, conditions, products, and yield Yields the product CCOC(=O)C(C)(C)C=CCl. Starting materials: C=CC(C)(C)C(=O)OCC, ClC(Cl)Cl. RXN SMILES: [CH3:1][C:2]([C:3](=[O:4])[O:5][CH2:6][CH3:7])([CH:8]=[CH2:9])[CH3:10].[CH:11]([Cl:12])([Cl:13])[Cl:14]>>[CH3:1][C:2]([C:3](=[O:4])[O:5][CH2:6][CH3:7])([CH:8]=[CH:9][Cl:12])[CH3:10].